describe an organic reaction: reactants, conditions, products, and yield From a dataset of the Open Reaction Database (ORD), a public repository of structured organic reaction records. The reactants are CCCCCC, O=S(Cl)Cl, c1ccccc1, OCCCOc1cccc2cccnc12. Yields the product ClCCCOc1cccc2cccnc12. Reaction SMILES: [CH3:20][CH2:21][CH2:22][CH2:23][CH2:24][CH3:25].[S:16]([Cl:17])([Cl:18])=[O:19].[cH:26]1[cH:27][cH:28][cH:29][cH:30][cH:31]1.[n:1]1[cH:2][cH:3][cH:4][c:5]2[cH:6][cH:7][cH:8][c:9]([O:11][CH2:12][CH2:13][CH2:14][OH:15])[c:10]12>>[n:1]1[cH:2][cH:3][cH:4][c:5]2[cH:6][cH:7][cH:8][c:9]([O:11][CH2:12][CH2:13][CH2:14][Cl:18])[c:10]12. Reactants: Cl.BrC1=CC=C(C=C1)NN (p-Bromophenylhydrazine hydrochloride), C(C)OC(C(C(C)=O)C(C)=O)=O (2-acetyl-3-oxo-butyric acid ethyl ester), C(Cl)(Cl)Cl (chloroform). Run in C(C)O (ethanol), N1=CC=CC=C1 (pyridine). Reaction conditions: time 8 hour. Product: C(C)OC(=O)C=1C(=NN(C1C)C1=CC=C(C=C1)Br)C (1-(4-bromophenyl)-3,5-dimethyl-1H-pyrazole-4-carboxylic acid ethyl ester). As a reaction SMILES: Cl.[Br:2][C:3]1[CH:8]=[CH:7][C:6]([NH:9][NH2:10])=[CH:5][CH:4]=1.[CH2:11]([O:13][C:14](=[O:22])[CH:15]([C:19](=O)[CH3:20])[C:16](=O)[CH3:17])[CH3:12].C(Cl)(Cl)Cl>C(O)C.N1C=CC=CC=1>[CH2:11]([O:13][C:14]([C:15]1[C:16]([CH3:17])=[N:10][N:9]([C:6]2[CH:7]=[CH:8][C:3]([Br:2])=[CH:4][CH:5]=2)[C:19]=1[CH3:20])=[O:22])[CH3:12] |f:0.1|. Procedure: p-Bromophenylhydrazine hydrochloride (10 mmol, 2.5 g) was added to 2-acetyl-3-oxo-butyric acid ethyl ester (10 mmol, 1.7 g) in ethanol (10 mL) and pyridine (10 mL). The mixture was stirred overnight at room temperature. Thin layer chromatographic (TLC) analysis using chloroform indicated the reaction was complete. The solvents were removed under vacuum. The residue was dissolved in 150 mL ether, then washed with 50 mL water to remove the pyridine. The ether was dried over sodium sulfate (NaSO4),... Starting materials: COc1cccc(CCN)c1, Cl, N#CO[K], O. Yields the product COc1cccc(CCNC(N)=O)c1. As a reaction SMILES: [CH3:1][O:2][c:3]1[cH:4][c:5]([CH2:9][CH2:10][NH2:11])[cH:6][cH:7][cH:8]1.[ClH:12].[K:13][O:14][C:15]#[N:16].[OH2:17]>>[CH3:1][O:2][c:3]1[cH:4][c:5]([CH2:9][CH2:10][NH:11][C:15](=[O:14])[NH2:16])[cH:6][cH:7][cH:8]1.